Dataset: the Open Reaction Database (ORD), a public repository of structured organic reaction records. Task: describe an organic reaction: reactants, conditions, products, and yield The reactants are Br, CC(C)=O, CO, CCCCCC, O=N[O-], COc1ccc(N)cc1C(=O)NCc1ccc(C(F)(F)F)cc1, C=CC(N)=O, [Na+], O. Product: COc1ccc(CC(Br)C(N)=O)cc1C(=O)NCc1ccc(C(F)(F)F)cc1. Reaction SMILES: [BrH:24].[CH3:34][C:35](=[O:36])[CH3:37].[CH3:38][OH:39].[CH3:40][CH2:41][CH2:42][CH2:43][CH2:44][CH3:45].[N:25]([O-:26])=[O:27].[NH2:1][c:2]1[cH:3][cH:4][c:5]([O:22][CH3:23])[c:6]([C:7](=[O:8])[NH:9][CH2:10][c:11]2[cH:12][cH:13][c:14]([C:17]([F:18])([F:19])[F:20])[cH:15][cH:16]2)[cH:21]1.[NH2:29][C:30](=[O:31])[CH:32]=[CH2:33].[Na+:28].[OH2:46]>>[c:2]1([CH2:33][CH:32]([Br:24])[C:30]([NH2:29])=[O:31])[cH:3][cH:4][c:5]([O:22][CH3:23])[c:6]([C:7](=[O:8])[NH:9][CH2:10][c:11]2[cH:12][cH:13][c:14]([C:17]([F:18])([F:19])[F:20])[cH:15][cH:16]2)[cH:21]1. Reactants: C(C)(C)(C)OC(=O)N1C[C@@H]([C@H](CC1)C1=CC=C(C=C1)OCCCO)OCC1=CC=C2C=CC=NC2=C1 ((3R,4R)-4-[4-(3-hydroxy -propoxy)-phenyl]-3-(quinolin-7-ylmethoxy)-piperidine-1-carboxylic acid tert-butyl ester), CS(=O)(=O)Cl (methanesulfonyl chloride). The product is C(C)(C)(C)OC(=O)N1C[C@@H]([C@H](CC1)C1=CC=C(C=C1)OCCCOS(=O)(=O)C)OCC1=CC=C2C=CC=NC2=C1 ((3R,4R)-4-[4-(3-methanesulfonyloxy-propoxy)-phenyl]-3-(quinolin-7-ylmethoxy)-piperidine-1-carboxylic acid tert-butyl ester). RXN SMILES: [C:1]([O:5][C:6]([N:8]1[CH2:13][CH2:12][C@H:11]([C:14]2[CH:19]=[CH:18][C:17]([O:20][CH2:21][CH2:22][CH2:23][OH:24])=[CH:16][CH:15]=2)[C@@H:10]([O:25][CH2:26][C:27]2[CH:36]=[C:35]3[C:30]([CH:31]=[CH:32][CH:33]=[N:34]3)=[CH:29][CH:28]=2)[CH2:9]1)=[O:7])([CH3:4])([CH3:3])[CH3:2].[CH3:37][S:38](Cl)(=[O:40])=[O:39]>>[C:1]([O:5][C:6]([N:8]1[CH2:13][CH2:12][C@H:11]([C:14]2[CH:19]=[CH:18][C:17]([O:20][CH2:21][CH2:22][CH2:23][O:24][S:38]([CH3:37])(=[O:40])=[O:39])=[CH:16][CH:15]=2)[C@@H:10]([O:25][CH2:26][C:27]2[CH:36]=[C:35]3[C:30]([CH:31]=[CH:32][CH:33]=[N:34]3)=[CH:29][CH:28]=2)[CH2:9]1)=[O:7])([CH3:4])([CH3:2])[CH3:3]. Procedure: In analogy to the procedure described in example 8(b), the (3R,4R)-4-[4-(3-hydroxy -propoxy)-phenyl]-3-(quinolin-7-ylmethoxy)-piperidine-1-carboxylic acid tert-butyl ester was reacted with methanesulfonyl chloride to yield the (3R,4R)-4-[4-(3-methanesulfonyloxy-propoxy)-phenyl]-3-(quinolin-7-ylmethoxy)-piperidine-1-carboxylic acid tert-butyl ester as a colorless solid; MS: 571 (M+H)+.